This data is from the Open Reaction Database (ORD), a public repository of structured organic reaction records. The task is: describe an organic reaction: reactants, conditions, products, and yield Yields the product Cl, CC1(C)CCC(N)C(=O)O1. The reactants are CC(C)(C)OC(=O)NC1CCC(C)(C)OC1=O, CCOC(C)=O, Cl. Reaction SMILES: [C:1]([O:2][C:3](=[O:4])[NH:8][CH:9]1[C:10](=[O:17])[O:11][C:12]([CH3:15])([CH3:16])[CH2:13][CH2:14]1)([CH3:5])([CH3:6])[CH3:7].[CH3:19][CH2:20][O:21][C:22]([CH3:23])=[O:24].[ClH:18]>>[ClH:18].[NH2:8][CH:9]1[C:10](=[O:17])[O:11][C:12]([CH3:15])([CH3:16])[CH2:13][CH2:14]1. The reactants are CC(C)(C)OC(=O)N1CCN(CC1)C(=O)NC1(CCCCC1)C(=O)OCC1=CC=CC=C1 (phenylmethyl 1-[N-[4-(2-methyl-2-propyloxycarbonyl) piperazine-1-carbonyl]amino]cyclohexanecarboxylate), Cl.C(C)(=O)OCC (hydrogenchloride ethyl acetate). Run in Cl (hydrochloric acid), C(C)(=O)OCC (ethyl acetate). Reaction conditions: time 3 hour. Product: N1(CCNCC1)C(=O)NC1(CCCCC1)C(=O)OCC1=CC=CC=C1 (phenylmethyl 1-[N-(piperazine-1-carbonyl)amino]cyclohexanecarboxylate). The yield is 87.9%. RXN SMILES: CC(OC([N:8]1[CH2:13][CH2:12][N:11]([C:14]([NH:16][C:17]2([C:23]([O:25][CH2:26][C:27]3[CH:32]=[CH:31][CH:30]=[CH:29][CH:28]=3)=[O:24])[CH2:22][CH2:21][CH2:20][CH2:19][CH2:18]2)=[O:15])[CH2:10][CH2:9]1)=O)(C)C.Cl.C(OCC)(=O)C>C(OCC)(=O)C.Cl>[N:11]1([C:14]([NH:16][C:17]2([C:23]([O:25][CH2:26][C:27]3[CH:28]=[CH:29][CH:30]=[CH:31][CH:32]=3)=[O:24])[CH2:22][CH2:21][CH2:20][CH2:19][CH2:18]2)=[O:15])[CH2:12][CH2:13][NH:8][CH2:9][CH2:10]1 |f:1.2|. Procedure: 2.5 g (5.6 mmol) of phenylmethyl 1-[N-[4-(2-methyl-2-propyloxycarbonyl) piperazine-1-carbonyl]amino]cyclohexanecarboxylate synthesized in Reference Example 8 was dissolved in ethyl acetate and 14 ml (56 mmol) of 4N hydrogenchloride-ethyl acetate solution (56 mmol) was added to the above prepared mixture under 0° C. and stirred for 3 hours at the room temperature. After completion of concentration of the reaction solution, the reaction solution was dissolved in 1N hydrochloric acid and washed wit... Starting materials: FS(=O)(=O)C=1C=C(C(=O)NC2=C3C=CC(=C(C3=CC=C2)O)C(=O)O)C=CC1 (5-(3-Fluorosulphonylbenzamido)-1-hydroxy-2-naphthoic acid), acid chloride, CN(C=O)C (dimethylformamide), S(=O)(Cl)Cl (thionyl chloride). Run in ClCCl (dichloromethane). Reaction conditions: temperature 5 celsius. Yields the product FS(=O)(=O)C=1C=C(C(=O)NC2=C3C=CC(=C(C3=CC=C2)O)C(=O)Cl)C=CC1 (5-(3-Fluorosulphonylbenzamido)-1-hydroxy-2-naphthoyl chloride). As a reaction SMILES: [F:1][S:2]([C:5]1[CH:6]=[C:7]([CH:25]=[CH:26][CH:27]=1)[C:8]([NH:10][C:11]1[CH:20]=[CH:19][CH:18]=[C:17]2[C:12]=1[CH:13]=[CH:14][C:15]([C:22](O)=[O:23])=[C:16]2[OH:21])=[O:9])(=[O:4])=[O:3].CN(C)C=O.S(Cl)([Cl:35])=O>ClCCl>[F:1][S:2]([C:5]1[CH:6]=[C:7]([CH:25]=[CH:26][CH:27]=1)[C:8]([NH:10][C:11]1[CH:20]=[CH:19][CH:18]=[C:17]2[C:12]=1[CH:13]=[CH:14][C:15]([C:22]([Cl:35])=[O:23])=[C:16]2[OH:21])=[O:9])(=[O:4])=[O:3]. Reported procedure: 5-(3-Fluorosulphonylbenzamido)-1-hydroxy-2-naphthoic acid (11) (10 g, 26 m.mole) was suspended in dry dichloromethane (200 ml), containing dimethylformamide (0.5 ml) and thionyl chloride (10.8 g, 91 m.mole). The mixture was heated under reflux with stirring for 2.5 hours, during which time the required acid chloride had crystallized as a pale yellow solid. After cooling to 5° C., the acid chloride was removed by filtration and washed with a little cold, dry dichloromethane. Reactants: [Cl-].[NH4+] (Ammonium chloride), C(C1=CC=CC=C1)OC1=NC=C(C=C1)[N+](=O)[O-] (2-benzyloxy-5-nitro-pyridine). Reagents/catalysts: [Fe] (Iron). The solvent is O (water), C1CCOC1 (THF). Reaction conditions: temperature 75 celsius, time 30 minute. Yields the product C(C1=CC=CC=C1)OC1=CC=C(C=N1)N (6-benzyloxy-pyridin-3-ylamine). Yield: 106.5%. RXN SMILES: [Cl-].[NH4+].[CH2:3]([O:10][C:11]1[CH:16]=[CH:15][C:14]([N+:17]([O-])=O)=[CH:13][N:12]=1)[C:4]1[CH:9]=[CH:8][CH:7]=[CH:6][CH:5]=1>O.C1COCC1.[Fe]>[CH2:3]([O:10][C:11]1[N:12]=[CH:13][C:14]([NH2:17])=[CH:15][CH:16]=1)[C:4]1[CH:5]=[CH:6][CH:7]=[CH:8][CH:9]=1 |f:0.1|. Procedure details: Ammonium chloride (325 mg, 6.0 mmol) in water (10 mL) was added to a solution of 2-benzyloxy-5-nitro-pyridine (350 mg, 1.5 mmol) in THF (15 mL) and the resulting mixture stirred at 75° C. for 30 minutes. Iron powder (340 mg, 6 mmol) was then added portion wise and the mixture stirred for 5 hours at 75° C. The reaction mixture was filtered over celite. The filtrate was basified with sodium bicarbonate solution and the product extracted with ethyl acetate. The organics were washed with brine solut...